This data is from the Open Reaction Database (ORD), a public repository of structured organic reaction records. The task is: describe an organic reaction: reactants, conditions, products, and yield Reactants: CO, O=[N+]([O-])c1ccc2ccc(C(F)(F)F)cc2c1. Yields the product Nc1ccc2ccc(C(F)(F)F)cc2c1. RXN SMILES: [CH3:18][OH:19].[N+:1]([O-:2])(=[O:3])[c:4]1[cH:5][c:6]2[cH:7][c:8]([C:14]([F:15])([F:16])[F:17])[cH:9][cH:10][c:11]2[cH:12][cH:13]1>>[NH2:1][c:4]1[cH:5][c:6]2[cH:7][c:8]([C:14]([F:15])([F:16])[F:17])[cH:9][cH:10][c:11]2[cH:12][cH:13]1.